This data is from the Open Reaction Database (ORD), a public repository of structured organic reaction records. The task is: describe an organic reaction: reactants, conditions, products, and yield Product: COC(C1=CC(C(=O)N(CCC)C)=CC(=C1)N(C)S(=O)(=O)C)=O (5-(Methanesulfonyl-methylamino)-N-methyl-N-propyl-isophthalamic acid methyl ester). The reactants are COC(C1=CC(C(=O)N(CCC)C)=CC(=C1)NS(=O)(=O)C)=O (5-methanesulfonylamino-N-methyl-N-propyl-isophthalamic acid methyl ester), IC (iodomethane), C([O-])([O-])=O.[K+].[K+] (potassium carbonate). Run in CN(C)C=O (DMF), C(C)(=O)OCC (ethyl acetate). As a reaction SMILES: [CH3:1][O:2][C:3](=[O:22])[C:4]1[CH:16]=[C:15]([NH:17][S:18]([CH3:21])(=[O:20])=[O:19])[CH:14]=[C:6]([C:7]([N:9]([CH3:13])[CH2:10][CH2:11][CH3:12])=[O:8])[CH:5]=1.IC.[C:25](=O)([O-])[O-].[K+].[K+]>[Br-].C([N+](CCCC)(CCCC)CCCC)CCC.CN(C=O)C.C(OCC)(=O)C>[CH3:1][O:2][C:3](=[O:22])[C:4]1[CH:16]=[C:15]([N:17]([S:18]([CH3:21])(=[O:19])=[O:20])[CH3:25])[CH:14]=[C:6]([C:7]([N:9]([CH3:13])[CH2:10][CH2:11][CH3:12])=[O:8])[CH:5]=1 |f:2.3.4,5.6|. Procedure: Mix 5-methanesulfonylamino-N-methyl-N-propyl-isophthalamic acid methyl ester (2.09 g, 6.36 mmol), iodomethane (1.35 g, 9.55 mmol), potassium carbonate (1.38 g, 10 mmol), and tetrabutylammonium bromide (206 mg, 0.64 mmol) in DMF (10 mL) at room temperature for 30 min. Dilute with ethyl acetate and wash with 10% aqueous potassium carbonate, 1 N lithium chloride and saturated aqueous sodium chloride. Dry (magnesium sulfate), concentrate and purify (silica gel chromatography, eluting with 0:100 to 4... Reagents/catalysts: [Br-].C(CCC)[N+](CCCC)(CCCC)CCCC (tetrabutylammonium bromide).